From a dataset of the Open Reaction Database (ORD), a public repository of structured organic reaction records. describe an organic reaction: reactants, conditions, products, and yield Starting materials: C#CCNC(=O)CC(C)=O, C1CCNCC1, CC(=O)O, O=Cc1ccccc1[N+](=O)[O-], c1ccccc1. Product: C#CCNC(=O)CC(=O)C=Cc1ccccc1[N+](=O)[O-]. RXN SMILES: [CH2:12]([C:13]#[CH:14])[NH:15][C:16]([CH2:17][C:18](=[O:19])[CH3:20])=[O:21].[CH2:22]1[CH2:23][CH2:24][NH:25][CH2:26][CH2:27]1.[CH3:28][C:29](=[O:30])[OH:31].[N+:1](=[O:2])([O-:3])[c:4]1[c:5]([CH:6]=[O:7])[cH:8][cH:9][cH:10][cH:11]1.[cH:32]1[cH:33][cH:34][cH:35][cH:36][cH:37]1>>[N+:1](=[O:2])([O-:3])[c:4]1[c:5]([CH:6]=[CH:20][C:18]([CH2:17][C:16]([NH:15][CH2:12][C:13]#[CH:14])=[O:21])=[O:19])[cH:8][cH:9][cH:10][cH:11]1. The reactants are ClCCS(=O)(=O)Cl (2-chloroethanesulfonyl chloride), [H-].[Na+] (NaH), CC=1C=C(OC2=CC=C(C=C2)C=2C(=NC=CC2)N)C=CC1C (3-(4-(3,4-dimethylphenoxy)phenyl)pyridin-2-amine). Run in C1CCOC1 (THF), C1CCOC1 (THF). Conditions: time 10 minute. Product: CC=1C=C(OC2=CC=C(C=C2)C2=CC=CN3C2=NS(CC3)(=O)=O)C=CC1C (9-[4-(3,4-dimethylphenoxy)phenyl]-3,4-dihydropyrido[2,1-c][1,2,4]thiadiazine 2,2-dioxide). RXN SMILES: [H-].[Na+].Cl[CH2:4][CH2:5][S:6](Cl)(=[O:8])=[O:7].[CH3:10][C:11]1[CH:12]=[C:13]([CH:28]=[CH:29][C:30]=1[CH3:31])[O:14][C:15]1[CH:20]=[CH:19][C:18]([C:21]2[C:22]([NH2:27])=[N:23][CH:24]=[CH:25][CH:26]=2)=[CH:17][CH:16]=1>C1COCC1>[CH3:10][C:11]1[CH:12]=[C:13]([CH:28]=[CH:29][C:30]=1[CH3:31])[O:14][C:15]1[CH:20]=[CH:19][C:18]([C:21]2[C:22]3=[N:27][S:6](=[O:8])(=[O:7])[CH2:5][CH2:4][N:23]3[CH:24]=[CH:25][CH:26]=2)=[CH:17][CH:16]=1 |f:0.1|. Procedure: To a suspension of NaH (60%, 99 mg) in THF (dry) (10 mL) was added 2-chloroethanesulfonyl chloride (0.156 mL) at 0° C. and the mixture was stirred for 10 min at the same temperature. A solution of 3-(4-(3,4-dimethylphenoxy)phenyl)pyridin-2-amine (144 mg) in THF (dry) (10 mL) was added at 0° C. and the mixture was stirred at room temperature under nitrogen overnight. The mixture was quenched with water at 0° C. and extracted with EtOAc/THF. Silica-gel was added to the organic phase and the volati...